From a dataset of the Open Reaction Database (ORD), a public repository of structured organic reaction records. describe an organic reaction: reactants, conditions, products, and yield Reported procedure: 500 mg (2.61 mmol) of 3-quinuclidinecarboxylic acid hydrochloride (Orlek et al., J. Med. Chem. 1991, 34, 2726) are boiled together with 1.9 ml (26.09 mmol) of thionyl choride under reflux for 2 h. The reaction mixture is freed of thionyl chloride under reduced pressure. 20 ml portions of toluene are twice added and evaporated to dryness. The product obtained in this way is reacted further without further purification. Reactants: Cl.N12CC(C(CC1)CC2)C(=O)O (3-quinuclidinecarboxylic acid hydrochloride), S(=O)(Cl)Cl (thionyl choride), S(=O)(Cl)Cl (thionyl chloride). The product is Cl.N12CC(C(CC1)CC2)C(=O)Cl (3-Quinuclidinecarbonyl Chloride Hydrochloride). Run in C1(=CC=CC=C1)C (toluene). As a reaction SMILES: [ClH:1].[N:2]12[CH2:9][CH2:8][CH:5]([CH2:6][CH2:7]1)[CH:4]([C:10]([OH:12])=O)[CH2:3]2.S(Cl)([Cl:15])=O>C1(C)C=CC=CC=1>[ClH:15].[N:2]12[CH2:9][CH2:8][CH:5]([CH2:6][CH2:7]1)[CH:4]([C:10]([Cl:1])=[O:12])[CH2:3]2 |f:0.1,4.5|. Starting materials: CC1=C(C(=O)OC)C=CC(=C1)CN1CCCCC1 (methyl 2-methyl-4-(piperidin-1-ylmethyl)benzoate), O1CCCC1 (tetrahydrofuran), CO (methanol), O.[OH-].[Li+] (lithium hydroxide monohydrate). The solvent is O (water). Conditions: time 2 hour. Yields the product CC1=C(C(=O)O)C=CC(=C1)CN1CCCCC1 (2-methyl-4-(piperidin-1-ylmethyl)benzoic acid). Yield: 21.1%. As a reaction SMILES: [CH3:1][C:2]1[CH:11]=[C:10]([CH2:12][N:13]2[CH2:18][CH2:17][CH2:16][CH2:15][CH2:14]2)[CH:9]=[CH:8][C:3]=1[C:4]([O:6]C)=[O:5].O1CCCC1.CO.O.[OH-].[Li+]>O>[CH3:1][C:2]1[CH:11]=[C:10]([CH2:12][N:13]2[CH2:18][CH2:17][CH2:16][CH2:15][CH2:14]2)[CH:9]=[CH:8][C:3]=1[C:4]([OH:6])=[O:5] |f:3.4.5|. Procedure: To a solution of methyl 2-methyl-4-(piperidin-1-ylmethyl)benzoate (1.8 g, 7.3 mmol) in the mixture solution of tetrahydrofuran:methanol:water=3:1:1 (20 mL) was added lithium hydroxide monohydrate (1 g, 42 mmol). The mixture was stirred at room temperature for 2 hours. The suspension was concentrated in vacuo and quenched with hydrochloride acid aqueous (1N, 5 mL). To the residue, water (50 mL) was added. The mixture was extracted with dichloromethane (50 mL). The combined organic phase was separ... The reactants are Cn1c(=O)c2c(nc(Br)n2Cc2c(F)cccc2Cl)n(C)c1=O, C1CCNC1, CS(C)=O, O. The product is Cn1c(=O)c2c(nc(N3CCCC3)n2Cc2c(F)cccc2Cl)n(C)c1=O. As a reaction SMILES: [Br:1][c:2]1[n:3][c:4]2[n:5]([CH3:23])[c:6](=[O:22])[n:7]([CH3:21])[c:8](=[O:20])[c:9]2[n:10]1[CH2:11][c:12]1[c:13]([Cl:19])[cH:14][cH:15][cH:16][c:17]1[F:18].[CH2:24]1[CH2:25][CH2:26][NH:27][CH2:28]1.[CH3:30][S:31]([CH3:32])=[O:33].[OH2:29]>>[c:2]1([N:27]2[CH2:26][CH2:25][CH2:24][CH2:28]2)[n:3][c:4]2[n:5]([CH3:23])[c:6](=[O:22])[n:7]([CH3:21])[c:8](=[O:20])[c:9]2[n:10]1[CH2:11][c:12]1[c:13]([Cl:19])[cH:14][cH:15][cH:16][c:17]1[F:18]. The reactants are Fc1ccc(Br)c(F)c1F, O=C=O, C1CCOC1, CC(C)NC(C)C, [Li]. The product is O=C(O)c1cc(Br)c(F)c(F)c1F. RXN SMILES: [Br:1][c:2]1[c:3]([F:10])[c:4]([F:9])[c:5]([F:8])[cH:6][cH:7]1.[C:19](=[O:20])=[O:21].[CH2:22]1[O:23][CH2:24][CH2:25][CH2:26]1.[CH:11]([NH:12][CH:13]([CH3:14])[CH3:15])([CH3:16])[CH3:17].[Li:18]>>[Br:1][c:2]1[c:3]([F:10])[c:4]([F:9])[c:5]([F:8])[c:6]([C:19](=[O:20])[OH:21])[cH:7]1. Reactants: O=Cc1cccc(OCCBr)c1, O=C([O-])[O-], CN(C)C=O, [K+], [K+], O, O=c1[nH]ncc2ccccc12. Yields the product O=Cc1cccc(OCCn2ncc3ccccc3c2=O)c1. RXN SMILES: [Br:1][CH2:2][CH2:3][O:4][c:5]1[cH:6][c:7]([CH:8]=[O:9])[cH:10][cH:11][cH:12]1.[C:24](=[O:25])([O-:26])[O-:27].[CH3:30][N:31]([CH3:32])[CH:33]=[O:34].[K+:28].[K+:29].[OH2:35].[c:13]1(=[O:23])[nH:14][n:15][cH:16][c:17]2[cH:18][cH:19][cH:20][cH:21][c:22]12>>[CH2:2]([CH2:3][O:4][c:5]1[cH:6][c:7]([CH:8]=[O:9])[cH:10][cH:11][cH:12]1)[n:14]1[c:13](=[O:23])[c:22]2[c:17]([cH:16][n:15]1)[cH:18][cH:19][cH:20][cH:21]2.